Dataset: the Open Reaction Database (ORD), a public repository of structured organic reaction records. Task: describe an organic reaction: reactants, conditions, products, and yield Reactants: PdC, FC(C(=O)[O-])(F)F (trifluoroacetate), [Si](C)(C)(C)C#N (TMSCN), N1(C=NC=C1)C(=O)N1C=NC=C1 (di-(imidazol-1-yl)methanone), NC1=CC2=C(N=CN2)C=C1 (5-aminobenzimidazole), ClC=1C=C(C=O)C=CC1 (3-chloro benzaldehyde), TEA. Product: N1C=NC2=C1C=CC(=C2)N2C(NCC2C2=CC(=CC=C2)Cl)=O (1-(1H-benzo[d]imidazol-5-yl)-5-(3-chlorophenyl)imidazolidin-2-one). As a reaction SMILES: FC(F)(F)C([O-])=O.[NH2:8][C:9]1[CH:17]=[CH:16][C:12]2[N:13]=[CH:14][NH:15][C:11]=2[CH:10]=1.[Cl:18][C:19]1[CH:20]=[C:21]([CH:24]=[CH:25][CH:26]=1)[CH:22]=O.[Si](C#N)(C)(C)C.[N:33]1([C:38](N2C=CN=C2)=[O:39])C=CN=[CH:34]1>>[NH:13]1[C:12]2[CH:16]=[CH:17][C:9]([N:8]3[CH:22]([C:21]4[CH:24]=[CH:25][CH:26]=[C:19]([Cl:18])[CH:20]=4)[CH2:34][NH:33][C:38]3=[O:39])=[CH:10][C:11]=2[N:15]=[CH:14]1. Procedure: The compound was synthesized as trifluoroacetate salt starting from 5-aminobenzimidazole (0.293 g, 2.2 mmol), 3-chloro benzaldehyde (0.227 mL, 2 mmol), TMSCN (0.25 mL, 2 mmol), PdC (10%, 0.01 g), TEA (0.613 mL, 4.4 mmol), di-(imidazol-1-yl)methanone (0.389 g, 2.4 mmol) as described in method 2. The product was purified by means of preparative HPLC. Starting materials: O=C([O-])[O-], CN(C)C=O, CCO, COc1cc2nccc(Oc3ccc(C)nc3I)c2cc1OC, [K+], [K+], O, OB(O)c1ccncc1. Product: COc1cc2nccc(Oc3ccc(C)nc3-c3ccncc3)c2cc1OC. RXN SMILES: [C:6](=[O:7])([O-:8])[O-:9].[CH3:1][N:2]([CH3:3])[CH:4]=[O:5].[CH3:45][CH2:46][OH:47].[I:12][c:13]1[n:14][c:15]([CH3:34])[cH:16][cH:17][c:18]1[O:19][c:20]1[cH:21][cH:22][n:23][c:24]2[cH:25][c:26]([O:32][CH3:33])[c:27]([O:30][CH3:31])[cH:28][c:29]12.[K+:10].[K+:11].[OH2:44].[n:35]1[cH:36][cH:37][c:38]([B:41]([OH:42])[OH:43])[cH:39][cH:40]1>>[c:13]1(-[c:38]2[cH:37][cH:36][n:35][cH:40][cH:39]2)[n:14][c:15]([CH3:34])[cH:16][cH:17][c:18]1[O:19][c:20]1[cH:21][cH:22][n:23][c:24]2[cH:25][c:26]([O:32][CH3:33])[c:27]([O:30][CH3:31])[cH:28][c:29]12. The product is CN(C)Cc1c[nH]c2ccncc12. As a reaction SMILES: [CH2:14]([OH:15])[CH2:16][CH2:17][CH3:18].[CH3:11][NH:12][CH3:13].[ClH:10].[nH:1]1[cH:2][cH:3][c:4]2[cH:5][n:6][cH:7][cH:8][c:9]12>>[nH:1]1[cH:2][c:3]([CH2:14][N:12]([CH3:11])[CH3:13])[c:4]2[cH:5][n:6][cH:7][cH:8][c:9]12. The reactants are CCCCO, CNC, Cl, c1cc2[nH]ccc2cn1. The reactants are CCOC(=O)C=C(C)C=CC(Br)=C(C)c1ccc2c(c1)C(C)(C)CCC2(C)C, C1CCOC1, CCO, [Na+], [OH-]. Product: CC(C=CC(Br)=C(C)c1ccc2c(c1)C(C)(C)CCC2(C)C)=CC(=O)O. As a reaction SMILES: [CH2:1]([CH3:2])[O:3][C:4]([CH:5]=[C:6]([CH:7]=[CH:8][C:9](=[C:10]([CH3:11])[c:12]1[cH:13][c:14]2[c:19]([cH:20][cH:21]1)[C:18]([CH3:22])([CH3:23])[CH2:17][CH2:16][C:15]2([CH3:24])[CH3:25])[Br:26])[CH3:27])=[O:28].[CH2:34]1[O:35][CH2:36][CH2:37][CH2:38]1.[CH3:31][CH2:32][OH:33].[Na+:30].[OH-:29]>>[O:3]=[C:4]([CH:5]=[C:6]([CH:7]=[CH:8][C:9](=[C:10]([CH3:11])[c:12]1[cH:13][c:14]2[c:19]([cH:20][cH:21]1)[C:18]([CH3:22])([CH3:23])[CH2:17][CH2:16][C:15]2([CH3:24])[CH3:25])[Br:26])[CH3:27])[OH:28]. The reactants are COC=1C=C(C(=O)N2CC(CC2)(CCOS(=O)(=O)C)C2=CC=CC=C2)C=C(C1OC)OC (1-(3,4,5-trimethoxybenzoyl)-3-phenyl-3-(2-methanesulfonyloxyethyl)pyrrolidine), CO.ClCCl (methanol dichloromethane), I.N1(N=NN=C1)CCN1C(=NC2=C1C=CC=C2)N2CCNCCC2 (4-(1-(2-(1H-tetrazol-1-yl)ethyl)-1H-benzimidazol-2-yl)[1,4]diazepane hydriodic acid salt), C(C)(C)N(C(C)C)CC (N,N-diisopropylethylamine). Run in C(C)#N (acetonitrile), ClCCl (dichloromethane). Reaction conditions: time 12 hour. Product: COC=1C=C(C(=O)N2CC(CC2)(C2=CC=CC=C2)CCN2CCN(CCC2)C2=NC3=C(N2CCN2N=NN=C2)C=CC=C3)C=C(C1OC)OC (1-(3,4,5-Trimethoxybenzoyl)-3-(2-(4-(1-(2-(1H-tetrazol-1-yl)ethyl)-1H-benzimidazol-2-yl)[1,4]diazepan-1-yl)ethyl)-3-phenylpyrrolidine). As a reaction SMILES: [CH3:1][O:2][C:3]1[CH:4]=[C:5]([CH:26]=[C:27]([O:31][CH3:32])[C:28]=1[O:29][CH3:30])[C:6]([N:8]1[CH2:12][CH2:11][C:10]([C:20]2[CH:25]=[CH:24][CH:23]=[CH:22][CH:21]=2)([CH2:13][CH2:14]OS(C)(=O)=O)[CH2:9]1)=[O:7].I.[N:34]1([CH2:39][CH2:40][N:41]2[C:45]3[CH:46]=[CH:47][CH:48]=[CH:49][C:44]=3[N:43]=[C:42]2[N:50]2[CH2:56][CH2:55][CH2:54][NH:53][CH2:52][CH2:51]2)[CH:38]=[N:37][N:36]=[N:35]1.C(N(CC)C(C)C)(C)C.CO.ClCCl>C(#N)C.ClCCl>[CH3:32][O:31][C:27]1[CH:26]=[C:5]([CH:4]=[C:3]([O:2][CH3:1])[C:28]=1[O:29][CH3:30])[C:6]([N:8]1[CH2:12][CH2:11][C:10]([CH2:13][CH2:14][N:53]2[CH2:54][CH2:55][CH2:56][N:50]([C:42]3[N:41]([CH2:40][CH2:39][N:34]4[CH:38]=[N:37][N:36]=[N:35]4)[C:45]4[CH:46]=[CH:47][CH:48]=[CH:49][C:44]=4[N:43]=3)[CH2:51][CH2:52]2)([C:20]2[CH:25]=[CH:24][CH:23]=[CH:22][CH:21]=2)[CH2:9]1)=[O:7] |f:1.2,4.5|. Procedure details: Combine 1-(3,4,5-trimethoxybenzoyl)-3-phenyl-3-(2-methanesulfonyloxyethyl)pyrrolidine (0.34 g, 0.72 mmol), 4-(1-(2-(1H-tetrazol-1-yl)ethyl)-1H-benzimidazol-2-yl)[1,4]diazepane hydriodic acid salt (0.41 g, 0.72 mmol), and N,N-diisopropylethylamine (0.33 g, 2.53 mmol) in acetonitrile (10 mL). Heat to reflux. After 12 hours, cool to ambient temperature and dilute the reaction mixture with dichloromethane and extract with twice water. Dry the organic layer over Na2SO4, filter, and evaporate in vacuo... Reactants: CN(CCN1C(=NC2=C1C=CC(=C2)S(=O)(=O)[C@@H]2CNCC2)CC(C)(C)C)C ((S)—N,N-dimethyl-2-(2-neopentyl-5-(pyrrolidin-3-ylsulfonyl)-1H-benzo[d]imidazol-1-yl)ethanamine), C=O (formalin), C(=O)O (formic acid). Run in O1CCOCC1 (1,4-dioxane). Reaction conditions: temperature 60 celsius, time 1 hour. Product: CN(CCN1C(=NC2=C1C=CC(=C2)S(=O)(=O)[C@@H]2CN(CC2)C)CC(C)(C)C)C ((S)—N,N-dimethyl-2-(5-(1-methylpyrrolidin-3-ylsulfonyl)-2-neopentyl-1H-benzo[d]imidazol-1-yl)ethanamine). Isolated yield 87.4%. Reaction SMILES: [CH3:1][N:2]([CH3:27])[CH2:3][CH2:4][N:5]1[C:9]2[CH:10]=[CH:11][C:12]([S:14]([C@H:17]3[CH2:21][CH2:20][NH:19][CH2:18]3)(=[O:16])=[O:15])=[CH:13][C:8]=2[N:7]=[C:6]1[CH2:22][C:23]([CH3:26])([CH3:25])[CH3:24].C=O.[CH:30](O)=O>O1CCOCC1>[CH3:1][N:2]([CH3:27])[CH2:3][CH2:4][N:5]1[C:9]2[CH:10]=[CH:11][C:12]([S:14]([C@H:17]3[CH2:21][CH2:20][N:19]([CH3:30])[CH2:18]3)(=[O:15])=[O:16])=[CH:13][C:8]=2[N:7]=[C:6]1[CH2:22][C:23]([CH3:24])([CH3:26])[CH3:25]. Procedure: To solution of (S)—N,N-dimethyl-2-(2-neopentyl-5-(pyrrolidin-3-ylsulfonyl)-1H-benzo[d]imidazol-1-yl)ethanamine (STEP F, 776 mg, 1.98 mmol) in 1,4-dioxane (5 mL) were added 37% formalin (588 microL, 7.31 mmol) and formic acid (379 microL, 9.88 mmol). The mixture was stirred at 60° C. for 1 h. The mixture was concentrated in vacuo. The residue was diluted with saturated sodium bicarbonate aqueous solution (4 mL) and extracted with ethyl acetate (60 mL×2). The combined organic layers were washed wi...